Dataset: the Open Reaction Database (ORD), a public repository of structured organic reaction records. Task: describe an organic reaction: reactants, conditions, products, and yield Starting materials: [Cl-].O[NH3+] (hydroxylammonium chloride), C(O)([O-])=O.[Na+] (sodium hydrogen carbonate), CS(=O)C (dimethyl sulfoxide), ClC=1C=C(C=CC1OC(C)C)N1C(=NC(=C(C1=O)CC1=CC=C(C=C1)C=1C(=CC=CC1)C#N)CCC)C (4′-{[1-(3-chloro-4-isopropoxyphenyl)-2-methyl-6-oxo-4-propyl-1,6-dihydropyrimidin-5-yl]methyl}biphenyl-2-carbonitrile). The solvent is O (water), C(C)(=O)OCC (ethyl acetate). Run at temperature 40 celsius, time 30 minute. Product: ClC=1C=C(C=CC1OC(C)C)N1C(=NC(=C(C1=O)CC1=CC=C(C=C1)C1=C(C=CC=C1)C1=NOC(N1)=O)CCC)C (3-(3-chloro-4-isopropoxyphenyl)-2-methyl-5-{[2′-(5-oxo-4,5-dihydro-1,2,4-oxadiazol-3-yl)biphenyl-4-yl]methyl}-6-propylpyrimidin-4(3H)-one). The yield is 56.5%. As a reaction SMILES: [Cl-].O[NH3+:3].[C:4](=[O:7])([O-])[OH:5].[Na+].CS(C)=O.[Cl:13][C:14]1[CH:15]=[C:16]([N:24]2[C:29](=[O:30])[C:28]([CH2:31][C:32]3[CH:37]=[CH:36][C:35]([C:38]4[C:39]([C:44]#[N:45])=[CH:40][CH:41]=[CH:42][CH:43]=4)=[CH:34][CH:33]=3)=[C:27]([CH2:46][CH2:47][CH3:48])[N:26]=[C:25]2[CH3:49])[CH:17]=[CH:18][C:19]=1[O:20][CH:21]([CH3:23])[CH3:22]>O.C(OCC)(=O)C>[Cl:13][C:14]1[CH:15]=[C:16]([N:24]2[C:29](=[O:30])[C:28]([CH2:31][C:32]3[CH:37]=[CH:36][C:35]([C:38]4[CH:43]=[CH:42][CH:41]=[CH:40][C:39]=4[C:44]4[NH:3][C:4](=[O:7])[O:5][N:45]=4)=[CH:34][CH:33]=3)=[C:27]([CH2:46][CH2:47][CH3:48])[N:26]=[C:25]2[CH3:49])[CH:17]=[CH:18][C:19]=1[O:20][CH:21]([CH3:23])[CH3:22] |f:0.1,2.3|. Procedure details: A mixture of hydroxylammonium chloride (1.63 g), sodium hydrogen carbonate (2.46 g) and dimethyl sulfoxide (10 mL) was stirred at 40° C. for 30 min, 4′-{[1-(3-chloro-4-isopropoxyphenyl)-2-methyl-6-oxo-4-propyl-1,6-dihydropyrimidin-5-yl]methyl}biphenyl-2-carbonitrile (1.00 g) was added, and the mixture was stirred at 90° C. for 18 hr. The reaction mixture was allowed to cool to room temperature, ethyl acetate and water were added, and the mixture was extracted with ethyl acetate. The organic laye... Reactants: FC1=CC=C(CN)C=C1 (4-fluoro-benzylamine), C(C)(C)(C)OC(=O)NCC=1C=CC(=NC1)C(=O)[O-].[Li+] (lithium 5-(tert-butoxycarbonylamino-methyl)-pyridine-2-carboxylate), CCN(C(C)C)C(C)C (DIEA). Yields the product FC1=CC=C(CNC(=O)C2=NC=C(C=C2)CN)C=C1 (5-(Aminomethyl)-pyridine-2-carboxylic acid 4-fluoro-benzylamide). Isolated yield 26.3%. RXN SMILES: [F:1][C:2]1[CH:9]=[CH:8][C:5]([CH2:6][NH2:7])=[CH:4][CH:3]=1.C(OC([NH:17][CH2:18][C:19]1[CH:20]=[CH:21][C:22]([C:25]([O-])=[O:26])=[N:23][CH:24]=1)=O)(C)(C)C.[Li+].CCN(C(C)C)C(C)C>>[F:1][C:2]1[CH:9]=[CH:8][C:5]([CH2:6][NH:7][C:25]([C:22]2[CH:21]=[CH:20][C:19]([CH2:18][NH2:17])=[CH:24][N:23]=2)=[O:26])=[CH:4][CH:3]=1 |f:1.2|. Procedure details: Use the General Procedure 6-2, using 4-fluoro-benzylamine (551 mg, 4.4 mmol), lithium 5-(tert-butoxycarbonylamino-methyl)-pyridine-2-carboxylate (740 mg, 2.93 mmol) and DIEA (2.6 mL) as cosolvent, to give the title compound as a white solid (200 mg, 26%). MS (ES+) m/z: 260 (M+H)+. Reactants: CC(C)(C)OC(=O)N1CCN(c2nccnc2OCCO)CC1, Clc1nccnc1Cl, [H-], [Na+], C1COCCO1, O. Product: CC(C)(C)OC(=O)N1CCN(c2nccnc2OCCOc2nccnc2Cl)CC1. RXN SMILES: [C:3]([CH3:4])([CH3:5])([CH3:6])[O:7][C:8](=[O:9])[N:10]1[CH2:11][CH2:12][N:13]([c:16]2[c:17]([O:22][CH2:23][CH2:24][OH:25])[n:18][cH:19][cH:20][n:21]2)[CH2:14][CH2:15]1.[Cl:26][c:27]1[n:28][cH:29][cH:30][n:31][c:32]1[Cl:33].[H-:2].[Na+:1].[O:35]1[CH2:36][CH2:37][O:38][CH2:39][CH2:40]1.[OH2:34]>>[C:3]([CH3:4])([CH3:5])([CH3:6])[O:7][C:8](=[O:9])[N:10]1[CH2:11][CH2:12][N:13]([c:16]2[c:17]([O:22][CH2:23][CH2:24][O:25][c:32]3[c:27]([Cl:26])[n:28][cH:29][cH:30][n:31]3)[n:18][cH:19][cH:20][n:21]2)[CH2:14][CH2:15]1. Starting materials: CC(=O)OCc1c(Br)cc(F)cc1Br, O=C([O-])[O-], O=C1NCCn2c1cc1c2C2CCC1C2, O=C(C=Cc1ccccc1)C=Cc1ccccc1, O=C(C=Cc1ccccc1)C=Cc1ccccc1, O=C(C=Cc1ccccc1)C=Cc1ccccc1, [Cs+], [Cs+], C1COCCO1, [Pd], [Pd]. Yields the product CC(=O)OCc1c(Br)cc(F)cc1N1CCn2c(cc3c2C2CCC3C2)C1=O. RXN SMILES: [C:16]([CH3:17])(=[O:18])[O:19][CH2:20][c:21]1[c:22]([Br:29])[cH:23][c:24]([F:28])[cH:25][c:26]1[Br:27].[C:30](=[O:31])([O-:32])[O-:33].[CH:1]12[c:2]3[n:3]4[c:8]([cH:9][c:10]3[CH:11]([CH2:12][CH2:13]1)[CH2:14]2)[C:7](=[O:15])[NH:6][CH2:5][CH2:4]4.[CH:44](=[CH:45][C:46]([CH:47]=[CH:48][c:49]1[cH:50][cH:51][cH:52][cH:53][cH:54]1)=[O:55])[c:56]1[cH:57][cH:58][cH:59][cH:60][cH:61]1.[CH:62](=[CH:63][C:64]([CH:65]=[CH:66][c:67]1[cH:68][cH:69][cH:70][cH:71][cH:72]1)=[O:73])[c:74]1[cH:75][cH:76][cH:77][cH:78][cH:79]1.[CH:80](=[CH:81][C:82]([CH:83]=[CH:84][c:85]1[cH:86][cH:87][cH:88][cH:89][cH:90]1)=[O:91])[c:92]1[cH:93][cH:94][cH:95][cH:96][cH:97]1.[Cs+:34].[Cs+:35].[O:36]1[CH2:37][CH2:38][O:39][CH2:40][CH2:41]1.[Pd:42].[Pd:43]>>[CH:1]12[c:2]3[n:3]4[c:8]([cH:9][c:10]3[CH:11]([CH2:12][CH2:13]1)[CH2:14]2)[C:7](=[O:15])[N:6]([c:22]1[c:21]([CH2:20][O:19][C:16]([CH3:17])=[O:18])[c:26]([Br:27])[cH:25][c:24]([F:28])[cH:23]1)[CH2:5][CH2:4]4. The reactants are COc1cc(CCCCCCCCc2ccc(NC(C)=O)cc2)c2ccccc2c1OC, CO, Cl. Yields the product COc1cc(CCCCCCCCc2ccc(N)cc2)c2ccccc2c1OC. As a reaction SMILES: [CH3:1][O:2][c:3]1[cH:4][c:5]([CH2:15][CH2:16][CH2:17][CH2:18][CH2:19][CH2:20][CH2:21][CH2:22][c:23]2[cH:24][cH:25][c:26]([NH:29][C:30](=[O:31])[CH3:32])[cH:27][cH:28]2)[c:6]2[cH:7][cH:8][cH:9][cH:10][c:11]2[c:12]1[O:13][CH3:14].[CH3:34][OH:35].[ClH:33]>>[CH3:1][O:2][c:3]1[cH:4][c:5]([CH2:15][CH2:16][CH2:17][CH2:18][CH2:19][CH2:20][CH2:21][CH2:22][c:23]2[cH:24][cH:25][c:26]([NH2:29])[cH:27][cH:28]2)[c:6]2[cH:7][cH:8][cH:9][cH:10][c:11]2[c:12]1[O:13][CH3:14]. The yield is 88.0%. As a reaction SMILES: C1(C)C=CC=CC=1.C([O-])([O-])=O.[Na+].[Na+].Cl[C:15]1[N:24]=[C:23]([NH:25][C@H:26]2[CH2:30][CH2:29][N:28]([C:31]([O:33][C:34]([CH3:37])([CH3:36])[CH3:35])=[O:32])[CH2:27]2)[C:22]2[C:17](=[CH:18][CH:19]=[CH:20][CH:21]=2)[N:16]=1.[CH3:38][C:39]1[CH:40]=[CH:41][C:42]([O:48][CH3:49])=[C:43](B(O)O)[CH:44]=1>O.C(O)CCC>[CH3:49][O:48][C:42]1[CH:43]=[CH:44][C:39]([CH3:38])=[CH:40][C:41]=1[C:15]1[N:24]=[C:23]([NH:25][C@H:26]2[CH2:30][CH2:29][N:28]([C:31]([O:33][C:34]([CH3:37])([CH3:36])[CH3:35])=[O:32])[CH2:27]2)[C:22]2[C:17](=[CH:18][CH:19]=[CH:20][CH:21]=2)[N:16]=1 |f:1.2.3|. Product: petroleum ether ethyl acetate, COC1=C(C=C(C=C1)C)C1=NC2=CC=CC=C2C(=N1)N[C@@H]1CN(CC1)C(=O)OC(C)(C)C ((S)-tert-Butyl 3-(2-(2-methoxy-5-methylphenyl)quinazolin-4-ylamino)pyrrolidine-1-carboxylate). Solvent: C(CCC)O (n-butanol), O (water). Reactants: ClC1=NC2=CC=CC=C2C(=N1)N[C@@H]1CN(CC1)C(=O)OC(C)(C)C ((S)-tert-butyl 3-(2-chloroquinazolin-4-ylamino)pyrrolidine-1-carboxylate), palladium tetrakistriphenyl phosphine, CC=1C=CC(=C(C1)B(O)O)OC (5-methyl-2-methoxyphenylboronic acid), C1(=CC=CC=C1)C (toluene), C(=O)([O-])[O-].[Na+].[Na+] (Na2CO3). Procedure: A mixture of toluene (1.8 mL), n-butanol (3 mL) and 2M Na2CO3 (3 mL) was degassed with a stream of nitrogen for 20 minutes. The mixture was transferred onto a degassed mixture of (S)-tert-butyl 3-(2-chloroquinazolin-4-ylamino)pyrrolidine-1-carboxylate (0.300 g, 0.86 mmol), palladium tetrakistriphenyl phosphine (0.0718 g, 0.06 mmol) and 5-methyl-2-methoxyphenylboronic acid (0.143 g, 0.86 mmol) and the solution was heated at reflux. After 17 hours the reaction was cooled, diluted with water (20 mL... Starting materials: CN(c1ccccc1C#N)S(C)(=O)=O, CO, [H][H], N. Product: CN(c1ccccc1CN)S(C)(=O)=O. Reaction SMILES: [C:1](#[N:2])[c:3]1[c:4]([N:9]([S:10](=[O:11])(=[O:12])[CH3:13])[CH3:14])[cH:5][cH:6][cH:7][cH:8]1.[CH3:18][OH:19].[H:15][H:16].[NH3:17]>>[CH2:1]([NH2:2])[c:3]1[c:4]([N:9]([S:10](=[O:11])(=[O:12])[CH3:13])[CH3:14])[cH:5][cH:6][cH:7][cH:8]1. The reactants are COC1=CC=C(C=C1)C(C(=O)O)CC1=CC(=C(C(=C1)OC)OC)OC (2-(4-Methoxyphenyl)-3-(3,4,5-trimethoxyphenyl)propionic acid), P(=O)(Cl)(Cl)Cl (phosphorous oxychloride), ice. Yields the product COC1=CC=C(C=C1)C1CC2=CC(=C(C(=C2C1=O)OC)OC)OC (2-(4-Methoxyphenyl)-4,5,6-trimethoxyindan-3-one). As a reaction SMILES: [CH3:1][O:2][C:3]1[CH:8]=[CH:7][C:6]([CH:9]([CH2:13][C:14]2[CH:19]=[C:18]([O:20][CH3:21])[C:17]([O:22][CH3:23])=[C:16]([O:24][CH3:25])[CH:15]=2)[C:10]([OH:12])=O)=[CH:5][CH:4]=1.P(Cl)(Cl)(Cl)=O>>[CH3:1][O:2][C:3]1[CH:8]=[CH:7][C:6]([CH:9]2[C:10](=[O:12])[C:19]3[C:14](=[CH:15][C:16]([O:24][CH3:25])=[C:17]([O:22][CH3:23])[C:18]=3[O:20][CH3:21])[CH2:13]2)=[CH:5][CH:4]=1. Procedure: A solution of the acid 33 (0.5 g, 1.4 mmol) in phosphorous oxychloride (5 mL, 53.4 mmol) was heated at reflux for 3 min. The dark red solution was poured onto crushed ice (about 30 g) and extracted with ether (50, 20, and 20 mL). The combined ether layer was dried over anhydrous sodium sulfate. Evaporation of the filtrate gave a gray solid. Recrystallization of this gray solid from ethyl acetate and hexane afforded pale gray crystals 0.32 g (69.6%): mp 104°-106° C.; IR (KBr) 3010, 2960, 1697, 15...